Dataset: the Open Reaction Database (ORD), a public repository of structured organic reaction records. Task: describe an organic reaction: reactants, conditions, products, and yield Starting materials: NC1=NC=C(C=N1)Br (2-amino-5-bromopyrimidine), BrCC(C(=O)O)=O (bromopyruvic acid). The solvent is C(C)OCC (diethyl ether), COCCOC (1,2-dimethoxyethane). Run at time 30 minute. Yields the product 6-bromaoimidazo[1,2-a]pyrimidine-2-carboxylic acid hydrobromide, Br.BrC=1C=NC=2N(C1)C(=CN2)C(=O)O (6-bromoimidazo[1,2-a]pyrimidine-3-carboxylic acid hydrobromide). Reaction SMILES: [NH2:1][C:2]1[N:7]=[CH:6][C:5]([Br:8])=[CH:4][N:3]=1.Br[CH2:10][C:11](=O)[C:12]([OH:14])=[O:13]>COCCOC.C(OCC)C>[BrH:8].[Br:8][C:5]1[CH:4]=[N:3][C:2]2[N:7]([C:11]([C:12]([OH:14])=[O:13])=[CH:10][N:1]=2)[CH:6]=1 |f:4.5|. Reported procedure: To a solution of 2-amino-5-bromopyrimidine (3.79 g, 21.8 mmol) in 1,2-dimethoxyethane (200 mL) was added dropwise bromopyruvic acid (3.63 g, 21.8 mmol). The reaction mixture was stirred for 30 minutes, and then heated to reflux and stirred for 18 hours. The reaction mixture was then cooled to room temperature and concentrated under reduced pressure to obtain a solid. This solid was suspended in diethyl ether, and the suspension was filtered to isolate 6-bromaoimidazo[1,2-a]pyrimidine-2-carboxyli... The reactants are S(=O)(Cl)Cl (Thionyl chloride), C(CCCCCCCCC)OCC(CN1C=NC=C1)O (1-[3'-(n-decyloxy)-2'-hydroxypropyl]imidazole). Yields the product ClC(CN1C=NC=C1)COCCCCCCCCCC (1-[2'-chloro-3'-(n-decyloxy)propyl]imidazole). RXN SMILES: S(Cl)([Cl:3])=O.[CH2:5]([O:15][CH2:16][CH:17](O)[CH2:18][N:19]1[CH:23]=[CH:22][N:21]=[CH:20]1)[CH2:6][CH2:7][CH2:8][CH2:9][CH2:10][CH2:11][CH2:12][CH2:13][CH3:14]>>[Cl:3][CH:17]([CH2:16][O:15][CH2:5][CH2:6][CH2:7][CH2:8][CH2:9][CH2:10][CH2:11][CH2:12][CH2:13][CH3:14])[CH2:18][N:19]1[CH:23]=[CH:22][N:21]=[CH:20]1. Reported procedure: Thionyl chloride (5 ml.) and 1.6 g. of 1-[3'-(n-decyloxy)-2'-hydroxypropyl]imidazole are warmed gently for a period of 2 hours and the solution is then evaporated to dryness. The residue is dissolved in dichloromethane and rendered basic with aqueous potassium carbonate solution. The organic layer is separated, dried over magnesium sulfate and evaporated to yield 1-[2'-chloro-3'-(n-decyloxy)propyl]imidazole. The reactants are O1C(COC2=CC=C(C=C2)C=2NC=C(N2)C(F)(F)F)C1 (4-(2,3-epoxypropoxy)phenyl-4-trifluoromethylimidazole), CNC (dimethylamine). Solvent: C(C)N(CC)CC (triethylamine). Product: CN(CC(COC1=CC=C(C=C1)C=1NC=C(N1)C(F)(F)F)O)C (4-(3-dimethylamino-2-hydroxypropoxy)phenyl-4-trifluoromethylimidazole). Reaction SMILES: [O:1]1[CH2:20][CH:2]1[CH2:3][O:4][C:5]1[CH:10]=[CH:9][C:8]([C:11]2[NH:12][CH:13]=[C:14]([C:16]([F:19])([F:18])[F:17])[N:15]=2)=[CH:7][CH:6]=1.[CH3:21][NH:22][CH3:23]>C(N(CC)CC)C>[CH3:21][N:22]([CH3:23])[CH2:20][CH:2]([OH:1])[CH2:3][O:4][C:5]1[CH:10]=[CH:9][C:8]([C:11]2[NH:12][CH:13]=[C:14]([C:16]([F:19])([F:18])[F:17])[N:15]=2)=[CH:7][CH:6]=1. Procedure: A solution of 2-[4-(2,3-epoxypropoxy)phenyl-4-trifluoromethylimidazole in triethylamine (15 ml) is added 1.1 equivalents of a dimethylamine. This solution is refluxed until reaction is complete as indicated by TLC. The solvent is removed under reduced pressure and the residue recrystallized to yield 2-[4-(3-dimethylamino-2-hydroxypropoxy)phenyl-4-trifluoromethylimidazole. Reactants: C(CCC)[Li] (n-Butyllithium), FC(C(CC)=O)(F)F (trifluoro-2-butanone), N(C(C)C)C(C)C (iPr2NH), S1C(=NC=C1)S (thiazole-2-thiol). The solvent is C1CCOC1 (THF), C1CCOC1 (THF). Conditions: temperature -78 celsius, time 10 minute. The product is FC(C(CC)(O)C1=CN=C(S1)S)(F)F (1,1,1-Trifluoro-2-(2-mercapto-thiazol-5-yl)-butan-2-ol). As a reaction SMILES: N(C(C)C)C(C)C.C([Li])CCC.[S:13]1[CH:17]=[CH:16][N:15]=[C:14]1[SH:18].[F:19][C:20]([F:26])([F:25])[C:21](=[O:24])[CH2:22][CH3:23]>C1COCC1>[F:19][C:20]([F:26])([F:25])[C:21]([C:17]1[S:13][C:14]([SH:18])=[N:15][CH:16]=1)([OH:24])[CH2:22][CH3:23]. Reported procedure: iPr2NH (2.0 g, 19.9 mmol) was dissolved in THF (23 mL) and cooled to −78° C. n-Butyllithium (2.5M, 8.0 mL, 19.9 mmol) was added dropwise, followed by thiazole-2-thiol (0.9 g, 7.9 mmol) in THF (5 mL). After 10 minutes, trifluoro-2-butanone (0.5 g, 4.0 mmol) was added and the reaction was stirred at −78° C. for 6 hours. The reaction was warmed to room temperature and quenched with 5% aqueous NH4Cl (20 mL). The aqueous layer was acidified and extracted with EtOAc, and the combined organic layers we... Reactants: CC(=O)O[BH-](OC(C)=O)OC(C)=O, CC(=O)O, ClCCCl, COC(=O)c1cc(Br)cc(N)c1C, [Na+], [Na+], O=C([O-])O, O=C1CCOCC1, O. Product: COC(=O)c1cc(Br)cc(NC2CCOCC2)c1C. Reaction SMILES: [C:25]([O:26][BH-:27]([O:28][C:29](=[O:30])[CH3:31])[O:32][C:33](=[O:34])[CH3:35])(=[O:36])[CH3:37].[CH3:21][C:22](=[O:23])[OH:24].[Cl:44][CH2:45][CH2:46][Cl:47].[NH2:1][c:2]1[c:3]([CH3:13])[c:4]([C:5](=[O:6])[O:7][CH3:8])[cH:9][c:10]([Br:12])[cH:11]1.[Na+:38].[Na+:43].[O-:39][C:40]([OH:41])=[O:42].[O:14]1[CH2:15][CH2:16][C:17](=[O:20])[CH2:18][CH2:19]1.[OH2:48]>>[NH:1]([c:2]1[c:3]([CH3:13])[c:4]([C:5](=[O:6])[O:7][CH3:8])[cH:9][c:10]([Br:12])[cH:11]1)[CH:17]1[CH2:16][CH2:15][O:14][CH2:19][CH2:18]1. Reactants: O (water), C([O-])([O-])=O.[Ba+2] (barium carbonate), Cl(=O)(=O)(=O)O (perchloric acid), CCCCC1C(C(CCC(CCCC(CCCC(/C(=C/C(C(CC(CC(CC(CC(CCCC/C(=C/C(C(OC1=O)C(C)C(CCCNC(=N)N)O)C)/C)O)O)O)O)O)O[C@@H]2[C@H]([C@@H]([C@H](O2)CO)O)O)/C)O)O)O)C)O.S(=O)(=O)([O-])[O-] (primycin sulfate). The solvent is CO (methanol). Conditions: time 20 minute. The product is CCCCC1C(C(CCC(CCCC(CCCC(/C(=C/C(C(CC(CC(CC(CC(CCCC/C(=C/C(C(OC1=O)C(C)C(CCCNC(=N)N)O)C)/C)O)O)O)O)O)O[C@@H]2[C@H]([C@@H]([C@H](O2)CO)O)O)/C)O)O)O)C)O.Cl(=O)(=O)(=O)[O-] (primycin perchlorate). Yield: 88.7%. Reaction SMILES: C(=O)([O-])[O-].[Ba+2].O.[CH3:7][CH2:8][CH2:9][CH2:10][CH:11]1[C:46](=[O:47])[O:45][CH:44]([CH:48]([CH:50]([OH:58])[CH2:51][CH2:52][CH2:53][NH:54][C:55]([NH2:57])=[NH:56])[CH3:49])[CH:43]([CH3:59])[CH:42]=[C:41]([CH3:60])[CH2:40][CH2:39][CH2:38][CH2:37][CH:36]([OH:61])[CH2:35][CH:34]([OH:62])[CH2:33][CH:32]([OH:63])[CH2:31][CH:30]([OH:64])[CH2:29][CH:28]([OH:65])[CH:27]([O:66][C@H:67]2[O:71][C@H:70]([CH2:72][OH:73])[C@@H:69]([OH:74])[C@@H:68]2[OH:75])[CH:26]=[C:25]([CH3:76])[CH:24]([OH:77])[CH2:23][CH2:22][CH2:21][CH:20]([OH:78])[CH2:19][CH2:18][CH2:17][CH:16]([OH:79])[CH2:15][CH2:14][CH:13]([CH3:80])[CH:12]1[OH:81].S([O-])([O-])(=O)=O.[Cl:87]([OH:91])(=[O:90])(=[O:89])=[O:88]>CO>[CH3:7][CH2:8][CH2:9][CH2:10][CH:11]1[C:46](=[O:47])[O:45][CH:44]([CH:48]([CH:50]([OH:58])[CH2:51][CH2:52][CH2:53][NH:54][C:55]([NH2:57])=[NH:56])[CH3:49])[CH:43]([CH3:59])[CH:42]=[C:41]([CH3:60])[CH2:40][CH2:39][CH2:38][CH2:37][CH:36]([OH:61])[CH2:35][CH:34]([OH:62])[CH2:33][CH:32]([OH:63])[CH2:31][CH:30]([OH:64])[CH2:29][CH:28]([OH:65])[CH:27]([O:66][C@H:67]2[O:71][C@H:70]([CH2:72][OH:73])[C@@H:69]([OH:74])[C@@H:68]2[OH:75])[CH:26]=[C:25]([CH3:76])[CH:24]([OH:77])[CH2:23][CH2:22][CH2:21][CH:20]([OH:78])[CH2:19][CH2:18][CH2:17][CH:16]([OH:79])[CH2:15][CH2:14][CH:13]([CH3:80])[CH:12]1[OH:81].[Cl:87]([O-:91])(=[O:90])(=[O:89])=[O:88] |f:0.1,3.4,7.8|. Reported procedure: 0.087 g (0.444 millimoles) of barium carbonate is dissolved in 8.87 ml of a 0.1 N aqueous perchloric acid solution under slight warming whereupon water is removed in vacuo. The residue is taken up in 10 ml of methanol and added to a suspension of 1.0 g (0.887 millimoles) of primycin sulfate in 80 ml of methanol. The reaction mixture is heated to boiling for 20 minutes under stirring. The primycin perchlorate thus formed remains in the solution and the barium sulfate is precipitated. The hot solu...